Dataset: the Open Reaction Database (ORD), a public repository of structured organic reaction records. Task: describe an organic reaction: reactants, conditions, products, and yield Reactants: S1N=NC(=C1)C(C(=O)O)=NOC (2-(1,2,3-thiadiazol-4-yl)-2-methoxyiminoacetic acid), P(=O)(Cl)(Cl)Cl (phosphorus oxychloride), NC1[C@@H]2N(C(=CCS2)C(=O)OCC2=CC=C(C=C2)[N+](=O)[O-])C1=O (p-nitrobenzyl 7-amino-3-cephem-4-carboxylate), C[Si](C)(C)CC(=O)N (trimethylsilylacetamide), C[Si](C)(C)C(C(=O)N)[Si](C)(C)C (bis(trimethylsilyl)acetamide). Solvent: C(C)(=O)OCC (ethyl acetate), C(C)(=O)OCC (ethyl acetate), CN(C=O)C (dimethylformamide), O (Water), C(C)(=O)OCC (ethyl acetate). Product: C[N+](=CCl)C.[Cl-] (Vilsmeier reagent), S1N=NC(=C1)C(C(=O)NC1[C@@H]2N(C(=CCS2)C(=O)OCC2=CC=C(C=C2)[N+](=O)[O-])C1=O)=NOC (p-nitrobenzyl 7-{2-(1,2,3-thiadiazol-4-yl)-2-methoxyiminoacetamido}-3-cephem-4-carboxylate). The yield is 168.4%. Reaction SMILES: P(Cl)(Cl)([Cl:3])=O.[S:6]1[CH:10]=[C:9]([C:11](=[N:15][O:16][CH3:17])[C:12]([OH:14])=O)[N:8]=[N:7]1.[NH2:18][CH:19]1[C:39](=[O:40])[N:21]2[C:22]([C:26]([O:28][CH2:29][C:30]3[CH:35]=[CH:34][C:33]([N+:36]([O-:38])=[O:37])=[CH:32][CH:31]=3)=[O:27])=[CH:23][CH2:24][S:25][C@H:20]12.C[Si](CC(N)=O)(C)C.C[Si](C([Si](C)(C)C)C(N)=O)(C)C>C(OCC)(=O)C.O.CN(C)C=O>[CH3:20][N+:21]([CH3:39])=[CH:22][Cl:3].[Cl-:3].[S:6]1[CH:10]=[C:9]([C:11](=[N:15][O:16][CH3:17])[C:12]([NH:18][CH:19]2[C:39](=[O:40])[N:21]3[C:22]([C:26]([O:28][CH2:29][C:30]4[CH:31]=[CH:32][C:33]([N+:36]([O-:38])=[O:37])=[CH:34][CH:35]=4)=[O:27])=[CH:23][CH2:24][S:25][C@H:20]23)=[O:14])[N:8]=[N:7]1 |f:8.9|. Reported procedure: A solution of Vilsmeier reagent was prepared from dry dimethylformamide (0.39 g.), dry ethyl acetate (1.2 ml.) and phosphorus oxychloride (0.84 g.) in a usual manner. To the solution was added a solution of 2-(1,2,3-thiadiazol-4-yl)-2-methoxyiminoacetic acid (syn isomer, 0.93 g.) in ethyl acetate (10 ml.) at -15° C. to prepare the activated acid solution. On the other hand, a p-nitrobenzyl 7-amino-3-cephem-4-carboxylate (1.5 g.), trimethylsilylacetamide (4.6 g.) and bis(trimethylsilyl)acetamide ... Reactants: BrB(Br)Br, ClCCl, COc1ccc(-n2c(=O)cc(C(F)(F)F)n(C)c2=O)c(F)c1, O. Product: Cn1c(C(F)(F)F)cc(=O)n(-c2ccc(O)cc2F)c1=O. As a reaction SMILES: [B:1]([Br:2])([Br:3])[Br:4].[CH2:28]([Cl:29])[Cl:30].[F:5][c:6]1[c:7](-[n:14]2[c:15](=[O:26])[n:16]([CH3:25])[c:17]([C:21]([F:22])([F:23])[F:24])[cH:18][c:19]2=[O:20])[cH:8][cH:9][c:10]([O:12][CH3:13])[cH:11]1.[OH2:27]>>[F:5][c:6]1[c:7](-[n:14]2[c:15](=[O:26])[n:16]([CH3:25])[c:17]([C:21]([F:22])([F:23])[F:24])[cH:18][c:19]2=[O:20])[cH:8][cH:9][c:10]([OH:12])[cH:11]1. Reactants: CC(C)Cc1ccc(C(Cl)c2ccc(CC(C)C)cc2)cc1, CCOC(C)=O, CCN(C(C)C)C(C)C, ClCCl, Cl, Cc1c(CCCC(=O)O)c2ccccc2n1C(=O)c1cccc(N)c1. Product: Cc1c(CCCC(=O)O)c2ccccc2n1C(=O)c1cccc(NC(c2ccc(CC(C)C)cc2)c2ccc(CC(C)C)cc2)c1. Reaction SMILES: [CH2:26]([CH:27]([CH3:28])[CH3:29])[c:30]1[cH:31][cH:32][c:33]([CH:36]([c:37]2[cH:38][cH:39][c:40]([CH2:43][CH:44]([CH3:45])[CH3:46])[cH:41][cH:42]2)[Cl:47])[cH:34][cH:35]1.[CH3:61][CH2:62][O:63][C:64](=[O:65])[CH3:66].[CH:48]([N:49]([CH:50]([CH3:51])[CH3:52])[CH2:53][CH3:54])([CH3:55])[CH3:56].[Cl:58][CH2:59][Cl:60].[ClH:57].[NH2:1][c:2]1[cH:3][c:4]([C:5](=[O:6])[n:7]2[c:8]([CH3:22])[c:9]([CH2:16][CH2:17][CH2:18][C:19](=[O:20])[OH:21])[c:10]3[cH:11][cH:12][cH:13][cH:14][c:15]23)[cH:23][cH:24][cH:25]1>>[NH:1]([c:2]1[cH:3][c:4]([C:5](=[O:6])[n:7]2[c:8]([CH3:22])[c:9]([CH2:16][CH2:17][CH2:18][C:19](=[O:20])[OH:21])[c:10]3[cH:11][cH:12][cH:13][cH:14][c:15]23)[cH:23][cH:24][cH:25]1)[CH:36]([c:33]1[cH:32][cH:31][c:30]([CH2:26][CH:27]([CH3:28])[CH3:29])[cH:35][cH:34]1)[c:37]1[cH:38][cH:39][c:40]([CH2:43][CH:44]([CH3:45])[CH3:46])[cH:41][cH:42]1. Reaction SMILES: [C:1]([Si:5]([CH3:24])([CH3:23])[O:6][CH:7]([CH2:16][C:17]1[CH:22]=[CH:21][CH:20]=[CH:19][CH:18]=1)[CH2:8][CH2:9][CH:10]1[NH:14][C:13](=[O:15])[CH2:12][CH2:11]1)([CH3:4])([CH3:3])[CH3:2].C[Si]([N-][Si](C)(C)C)(C)C.[Na+].Br[CH2:36][CH2:37][CH2:38][C:39]1[CH:46]=[CH:45][C:42]([C:43]#[N:44])=[CH:41][CH:40]=1>>[C:1]([Si:5]([CH3:24])([CH3:23])[O:6][CH:7]([CH2:16][C:17]1[CH:22]=[CH:21][CH:20]=[CH:19][CH:18]=1)[CH2:8][CH2:9][CH:10]1[CH2:11][CH2:12][C:13](=[O:15])[N:14]1[CH2:36][CH2:37][CH2:38][C:39]1[CH:40]=[CH:41][C:42]([C:43]#[N:44])=[CH:45][CH:46]=1)([CH3:3])([CH3:2])[CH3:4] |f:1.2|. Reported procedure: Analogous to the procedure described for Example 1A, Step D, the anion derived from 5-[3-(tert-butyl-dimethyl-silanyloxy)-4-phenyl-butyl]-pyrrolidin-2-one (262.8 mg, 0.756 mmol) and NaHMDS (0.83 mL, 0.83 mmol) was reacted with 4-(3-bromo-propyl)-benzonitrile (186 mg, 0.832 mmol) at 70° C. for 24 h. Purification by medium pressure chromatography (5:1 hexanes:EtOAc to 1:1 hexanes:EtOAc to 1% MeOH in CH2Cl2 to 5% MeOH in CH2Cl2) provided 4-(3-{2-[3-(tert-butyl-dimethyl-silanyloxy)-4-phenyl-butyl]-5... Starting materials: C(C)(C)(C)[Si](OC(CCC1CCC(N1)=O)CC1=CC=CC=C1)(C)C (5-[3-(tert-butyl-dimethyl-silanyloxy)-4-phenyl-butyl]-pyrrolidin-2-one), C[Si](C)(C)[N-][Si](C)(C)C.[Na+] (NaHMDS), BrCCCC1=CC=C(C#N)C=C1 (4-(3-bromo-propyl)-benzonitrile). Isolated yield 69.4%. The product is C(C)(C)(C)[Si](OC(CCC1N(C(CC1)=O)CCCC1=CC=C(C#N)C=C1)CC1=CC=CC=C1)(C)C (4-(3-{2-[3-(tert-butyl-dimethyl-silanyloxy)-4-phenyl-butyl]-5-oxo-pyrrolidin-1-yl}-propyl)-benzonitrile). Starting materials: Brc1cccs1, C1CCOC1, CC(C)(C)OC(=O)N1CCC(=O)CC1. Yields the product CC(C)(C)OC(=O)N1CCC(O)(c2cccs2)CC1. RXN SMILES: [Br:1][c:2]1[s:3][cH:4][cH:5][cH:6]1.[CH2:21]1[O:22][CH2:23][CH2:24][CH2:25]1.[O:7]=[C:8]1[CH2:9][CH2:10][N:11]([C:14](=[O:15])[O:16][C:17]([CH3:18])([CH3:19])[CH3:20])[CH2:12][CH2:13]1>>[c:2]1([C:8]2([OH:7])[CH2:9][CH2:10][N:11]([C:14](=[O:15])[O:16][C:17]([CH3:18])([CH3:19])[CH3:20])[CH2:12][CH2:13]2)[s:3][cH:4][cH:5][cH:6]1. Yields the product COC(=O)COC=1C=CC(=[N+](C1)[O-])C (5-Methoxycarbonylmethoxy-2-methylpyridine N-oxide). Reported procedure: A solution of the pyridine N-oxide (309a) (21.12 g) in DMF (450 ml) was treated with potassium carbonate (26.2 g) and, after 30 mins., with methyl bromoacetate (16 ml), and stirred overnight. Solvent was evaporated, saturated brine (500 ml) added and the mixture extracted with chloroform (6×200 ml). The combined organic solution was dried and evaporated and the residue chromatographed (20% EtOH in EtOAc) to give product (18.5 g). Reaction SMILES: [N+:1]1([O-:7])[CH:6]=[CH:5][CH:4]=[CH:3][CH:2]=1.[C:8](=O)([O-])[O-].[K+].[K+].BrC[C:16]([O:18][CH3:19])=[O:17].CN([CH:23]=[O:24])C>>[CH3:19][O:18][C:16]([CH2:23][O:24][C:5]1[CH:4]=[CH:3][C:2]([CH3:8])=[N+:1]([O-:7])[CH:6]=1)=[O:17] |f:1.2.3|. Reactants: [N+]1(=CC=CC=C1)[O-] (pyridine N-oxide), C([O-])([O-])=O.[K+].[K+] (potassium carbonate), CN(C)C=O (DMF), BrCC(=O)OC (methyl bromoacetate).